Dataset: the Open Reaction Database (ORD), a public repository of structured organic reaction records. Task: describe an organic reaction: reactants, conditions, products, and yield Starting materials: C1COCCO1, CC(=O)O, Cc1ccccc1, CCOC(C)=O, COc1c(F)cc(Cl)cc1C=O, [F-], Nc1cc(F)cc2[nH]c(=O)ccc12, [NH4+]. The product is COc1c(F)cc(Cl)cc1C=Nc1cc(F)cc2[nH]c(=O)ccc12. Reaction SMILES: [CH2:39]1[O:40][CH2:41][CH2:42][O:43][CH2:44]1.[CH3:26][C:27](=[O:28])[OH:29].[CH3:32][c:33]1[cH:34][cH:35][cH:36][cH:37][cH:38]1.[CH3:45][CH2:46][O:47][C:48](=[O:49])[CH3:50].[Cl:14][c:15]1[cH:16][c:17]([F:25])[c:18]([O:23][CH3:24])[c:19]([CH:20]=[O:21])[cH:22]1.[F-:30].[NH2:1][c:2]1[c:3]2[cH:4][cH:5][c:6](=[O:13])[nH:7][c:8]2[cH:9][c:10]([F:12])[cH:11]1.[NH4+:31]>>[N:1]([c:2]1[c:3]2[cH:4][cH:5][c:6](=[O:13])[nH:7][c:8]2[cH:9][c:10]([F:12])[cH:11]1)=[CH:20][c:19]1[c:18]([O:23][CH3:24])[c:17]([F:25])[cH:16][c:15]([Cl:14])[cH:22]1.